describe an organic reaction: reactants, conditions, products, and yield From a dataset of the Open Reaction Database (ORD), a public repository of structured organic reaction records. Yields the product crude product, CC=1N=NN(N1)C1=CC=C(N)C=C1 (4-(5-methyl-2H-tetrazol-2-yl)aniline). Reported procedure: 5-Methyl-2-(4-nitrophenyl)-2H-tetrazole (200 mg, 0.975 mmol) was suspended in methanol (15 mL). The solution was degassed and purged with nitrogen 3 times before palladium on carbon (10% w/w, 51.9 mg, 0.049 mmol) was added. The mixture was degassed and purged with hydrogen 3 times and stirred under a hydrogen balloon for 2 hours. The reaction was diluted with acetone and passed through a plug of silica gel, which was washed thoroughly with acetone. The filtrated was concentrated to give the crud... Run at time 2 hour. Reaction SMILES: [CH3:1][C:2]1[N:3]=[N:4][N:5]([C:7]2[CH:12]=[CH:11][C:10]([N+:13]([O-])=O)=[CH:9][CH:8]=2)[N:6]=1>CO.[Pd]>[CH3:1][C:2]1[N:3]=[N:4][N:5]([C:7]2[CH:12]=[CH:11][C:10]([NH2:13])=[CH:9][CH:8]=2)[N:6]=1. Reactants: CC=1N=NN(N1)C1=CC=C(C=C1)[N+](=O)[O-] (5-Methyl-2-(4-nitrophenyl)-2H-tetrazole). The reagents and catalysts are [Pd] (palladium on carbon). The solvent is CO (methanol). The reactants are Cc1ccccc1, CO, O=C(OCCSc1ccc([N+](=O)[O-])cn1)c1cccc(Cl)c1. Yields the product Nc1ccc(SCCOC(=O)c2cccc(Cl)c2)nc1. RXN SMILES: [CH3:23][c:24]1[cH:25][cH:26][cH:27][cH:28][cH:29]1.[CH3:30][OH:31].[N+:1]([O-:2])(=[O:3])[c:4]1[cH:5][cH:6][c:7]([S:10][CH2:11][CH2:12][O:13][C:14]([c:15]2[cH:16][c:17]([Cl:21])[cH:18][cH:19][cH:20]2)=[O:22])[n:8][cH:9]1>>[NH2:1][c:4]1[cH:5][cH:6][c:7]([S:10][CH2:11][CH2:12][O:13][C:14]([c:15]2[cH:16][c:17]([Cl:21])[cH:18][cH:19][cH:20]2)=[O:22])[n:8][cH:9]1. Starting materials: C(C=CC1=CC=CC=C1)NC (N-cinnamyl methylamine), C([O-])([O-])=O.[K+].[K+] (potassium carbonate), BrCC=1C=C(C=CC1)C(C)=O (3′-bromomethylacetophenone), CC(C#CC=CCNC)(C)C (N-(6,6-dimethyl-2-hepten-4-ynyl)methylamine), C([O-])([O-])=O.[Na+].[Na+] (sodium carbonate). Product: C(C=CC1=CC=CC=C1)N(C)CC=1C=C(C=CC1)C(C)=O (3′-(N-Cinnamyl-N-methylaminomethyl)acetophenone). Yield: 49.5%. Reaction SMILES: [CH2:1]([NH:10][CH3:11])[CH:2]=[CH:3][C:4]1[CH:9]=[CH:8][CH:7]=[CH:6][CH:5]=1.CC(C)(C)C#CC=CCNC.C(=O)([O-])[O-].[Na+].[Na+].C(=O)([O-])[O-].[K+].[K+].Br[CH2:36][C:37]1[CH:38]=[C:39]([C:43](=[O:45])[CH3:44])[CH:40]=[CH:41][CH:42]=1>>[CH2:1]([N:10]([CH2:36][C:37]1[CH:38]=[C:39]([C:43](=[O:45])[CH3:44])[CH:40]=[CH:41][CH:42]=1)[CH3:11])[CH:2]=[CH:3][C:4]1[CH:9]=[CH:8][CH:7]=[CH:6][CH:5]=1 |f:2.3.4,5.6.7|. Reported procedure: The procedure described in Example 1 was repeated, except that N-cinnamyl methylamine [instead of N-(6,6-dimethyl-2-hepten-4-ynyl)methylamine] (650 mg; 3.04 mmol), sodium carbonate (instead of potassium carbonate) (1.5 eq), and 3′-bromomethylacetophenone (1.5 eq) were used, to thereby yield 0.42 g of the target compound (yield: 49.5%). Reported procedure: To a solution of 154 mg of N-[(+)-2-(1-naphthylmethyl)-3-(phenethylcarbamoyl)propionyl]-L-histidine hydrazide in 4 ml of N,N-dimethylformamide were added successively dropwise 0.19 ml of a dry 5.1N-hydrogen chloride in N,N-dimethylformamide solution and 0.05 ml of isoamyl nitrite at -20° C., and the mixture was stirred. After disapperance of hydrazide compound, the reaction mixture was cooled to -30° C., and neutralized by adding 0.14 ml of triethylamine to prepare a solution of N-[(+)-2-(1-naph... Reaction SMILES: [C:1]1([CH2:11][CH:12]([CH2:27][C:28](=[O:38])[NH:29][CH2:30][CH2:31][C:32]2[CH:37]=[CH:36][CH:35]=[CH:34][CH:33]=2)[C:13](N(C(=O)[C@H](CC2N=CNC=2)N)N)=[O:14])[C:10]2[C:5](=[CH:6][CH:7]=[CH:8][CH:9]=2)[CH:4]=[CH:3][CH:2]=1.Cl.N(OCCC(C)C)=O.C1(CC(CC(=O)NCCC2C=CC=CC=2)C([NH:62][C@H:63]([C:70]([N:72]=[N+]=[N-])=[O:71])[CH2:64][C:65]2[N:69]=[CH:68][NH:67][CH:66]=2)=O)C2C(=CC=CC=2)C=CC=1.[N-]=[N+]=[N-].Cl.N[C@@H:92]([CH2:99][CH:100]([CH3:102])[CH3:101])[CH:93]([OH:98])[C:94]([O:96][CH3:97])=[O:95].C(=O)(O)[O-].[Na+]>CN(C)C=O.C(N(CC)CC)C>[C:1]1([CH2:11][CH:12]([CH2:27][C:28](=[O:38])[NH:29][CH2:30][CH2:31][C:32]2[CH:37]=[CH:36][CH:35]=[CH:34][CH:33]=2)[C:13]([NH:62][C@H:63]([C:70]([NH:72][C@@H:92]([CH2:99][CH:100]([CH3:102])[CH3:101])[CH:93]([OH:98])[C:94]([O:96][CH3:97])=[O:95])=[O:71])[CH2:64][C:65]2[N:69]=[CH:68][NH:67][CH:66]=2)=[O:14])[C:10]2[C:5](=[CH:6][CH:7]=[CH:8][CH:9]=2)[CH:4]=[CH:3][CH:2]=1 |f:5.6,7.8|. Solvent: CN(C=O)C (N,N-dimethylformamide), C(C)N(CC)CC (triethylamine), C(C)N(CC)CC (triethylamine), CN(C=O)C (N,N-dimethylformamide), CN(C=O)C (N,N-dimethylformamide). Product: C1(=CC=CC2=CC=CC=C12)CC(C(=O)N[C@@H](CC1=CNC=N1)C(=O)N[C@H](C(C(=O)OC)O)CC(C)C)CC(NCCC1=CC=CC=C1)=O (methyl (2RS, 3S)-3-{N-[(+)-2-(1-naphthylmethyl)-3-(phenethylcarbamoyl)propionyl]-L-histidyl}amino-2-hydroxy-5-methylhexanoate). Reaction conditions: time 16 hour. The reactants are Cl.N[C@H](C(C(=O)OC)O)CC(C)C (methyl (2RS, 3S)-3-amino-2-hydroxy-5-methylhexanoate hydrochloride), hydrazide, C1(=CC=CC2=CC=CC=C12)CC(C(=O)N[C@@H](CC1=CNC=N1)C(=O)N=[N+]=[N-])CC(NCCC1=CC=CC=C1)=O (N-[(+)-2-(1-naphthylmethyl)-3-(phenethylcarbamoyl)propionyl]-L-histidine azide), C([O-])(O)=O.[Na+] (sodium bicarbonate), C1(=CC=CC2=CC=CC=C12)CC(C(=O)N(N)C([C@@H](N)CC1=CNC=N1)=O)CC(NCCC1=CC=CC=C1)=O (N-[(+)-2-(1-naphthylmethyl)-3-(phenethylcarbamoyl)propionyl]-L-histidine hydrazide), Cl (hydrogen chloride), N(=O)OCCC(C)C (isoamyl nitrite), [N-]=[N+]=[N-] (azide). Starting materials: CCOc1ccc(C(=O)NC)cn1, CNOC, CCO, CCN(C(C)C)C(C)C, Cl, [Na+], [OH-], O. The product is CCOc1ccc(C(=O)N(C)OC)cn1. Reaction SMILES: [CH2:1]([CH3:2])[O:3][c:4]1[n:5][cH:6][c:7]([C:8](=[O:9])[NH:10][CH3:11])[cH:12][cH:13]1.[CH3:17][NH:18][O:19][CH3:20].[CH3:30][CH2:31][OH:32].[CH:21]([N:22]([CH:23]([CH3:24])[CH3:25])[CH2:26][CH3:27])([CH3:28])[CH3:29].[ClH:16].[Na+:15].[OH-:14].[OH2:33]>>[CH2:1]([CH3:2])[O:3][c:4]1[n:5][cH:6][c:7]([C:8](=[O:9])[N:10]([CH3:11])[O:19][CH3:20])[cH:12][cH:13]1. Starting materials: CCCCCCCCc1ccc(N)cc1, COc1ccc(C=O)cc1. Product: CCCCCCCCc1ccc(NCc2ccc(OC)cc2)cc1. RXN SMILES: [CH2:11]([CH2:12][CH2:13][CH2:14][CH2:15][CH2:16][CH2:17][CH3:18])[c:19]1[cH:20][cH:21][c:22]([NH2:23])[cH:24][cH:25]1.[CH3:1][O:2][c:3]1[cH:4][cH:5][c:6]([CH:7]=[O:8])[cH:9][cH:10]1>>[CH3:1][O:2][c:3]1[cH:4][cH:5][c:6]([CH2:7][NH:23][c:22]2[cH:21][cH:20][c:19]([CH2:11][CH2:12][CH2:13][CH2:14][CH2:15][CH2:16][CH2:17][CH3:18])[cH:25][cH:24]2)[cH:9][cH:10]1.